From a dataset of the Open Reaction Database (ORD), a public repository of structured organic reaction records. describe an organic reaction: reactants, conditions, products, and yield The reactants are resultant mixture, FC1=C(C=CC(=C1)F)C(CN1N=CN=C1)(O)C=1SC2=C(N1)C=CC(=C2)C(N)=S (1-(2,4-Difluorophenyl)-1-(6-thiocarbamoylbenzothiazol-2-yl)-2-(1H-1,2,4-triazol-1-yl)ethanol), C(O)([O-])=O.[Na+] (sodium hydrogencarbonate), BrCC(C)=O (bromoacetone), C(C)(=O)OCC (Ethyl acetate). Run in C(C)O (ethanol), O (water). Product: FC1=C(C=CC(=C1)F)C(CN1N=CN=C1)(O)C=1SC2=C(N1)C=CC(=C2)S2CN(C=C2)C (1-(2,4-difluorophenyl)-1-(6-(3-methylthiazol-1-yl)-benzothiazol-2-yl)-2-(1H-1,2,4-triazol-1-yl)ethanol). Reaction SMILES: [F:1][C:2]1[CH:7]=[C:6]([F:8])[CH:5]=[CH:4][C:3]=1[C:9]([C:17]1[S:18][C:19]2[CH:25]=[C:24](C(=S)N)[CH:23]=[CH:22][C:20]=2[N:21]=1)([OH:16])[CH2:10][N:11]1[CH:15]=[N:14][CH:13]=[N:12]1.C(=O)([O-])O.[Na+].BrC[C:36](=O)[CH3:37].C(OCC)(=O)C>C(O)C.O>[F:1][C:2]1[CH:7]=[C:6]([F:8])[CH:5]=[CH:4][C:3]=1[C:9]([C:17]1[S:18][C:19]2[CH:25]=[C:24]([SH:18]3[CH:37]=[CH:36][N:21]([CH3:20])[CH2:17]3)[CH:23]=[CH:22][C:20]=2[N:21]=1)([OH:16])[CH2:10][N:11]1[CH:15]=[N:14][CH:13]=[N:12]1 |f:1.2|. Procedure details: 1-(2,4-Difluorophenyl)-1-(6-thiocarbamoylbenzothiazol-2-yl)-2-(1H-1,2,4-triazol-1-yl)ethanol (219 mg) was dissolved in ethanol (2 ml), and sodium hydrogencarbonate (42 mg) and bromoacetone (46 μl) were added to the solution. The resultant mixture was heated at 60° C. for 3 hours. Ethyl acetate and water were added to the liquid reaction mixture to separate liquid layers. An organic layer was washed with saline and then dried, and the solvent was distilled out. The residue was subjected to column...